Dataset: the Open Reaction Database (ORD), a public repository of structured organic reaction records. Task: describe an organic reaction: reactants, conditions, products, and yield Reaction SMILES: [OH:1][CH2:2][CH2:3][C:4]1[S:5][C:6]2[CH:14]=[CH:13][CH:12]=[CH:11][C:7]=2[N:8]=[CH:9][CH:10]=1.[Cl:15][C:16]1[CH:24]=[C:23]([NH:25][C:26](=[O:35])[C:27]2[CH:32]=[C:31]([F:33])[CH:30]=[CH:29][C:28]=2[CH3:34])[CH:22]=[CH:21][C:17]=1[C:18](Cl)=[O:19].C1(C2C=CC=CC=2C(NC2C=CC(C(Cl)=O)=CC=2)=O)C=CC=CC=1>>[OH:1][CH2:2][CH2:3][CH:4]1[CH:10]=[CH:9][N:8]([C:18](=[O:19])[C:17]2[CH:21]=[CH:22][C:23]([NH:25][C:26](=[O:35])[C:27]3[CH:32]=[C:31]([F:33])[CH:30]=[CH:29][C:28]=3[CH3:34])=[CH:24][C:16]=2[Cl:15])[C:7]2[CH:11]=[CH:12][CH:13]=[CH:14][C:6]=2[S:5]1. Reported procedure: A mixture of 2-(2-hydroxyethyl)-1,5-benzothiazepine as prepared in Example 2 (0.070 g, 0.34 mM) and N,O-bis(tri-methylsilyl)acetamide (0.15 ml, 0.67 mM)was treated as described in Example 3 with 2-Chloro-4-(2-methyl-5-fluorobenzoylamino)benzoyl chloride (0.11 g, 0.32 mM) substituted for 4-(2-phenylbenzoylamino)benzoyl chloride to give the product as a white solid. m/z (MH+) 500. Starting materials: OCCC=1SC2=C(N=CC1)C=CC=C2 (2-(2-hydroxyethyl)-1,5-benzothiazepine), ClC1=C(C(=O)Cl)C=CC(=C1)NC(C1=C(C=CC(=C1)F)C)=O (2-Chloro-4-(2-methyl-5-fluorobenzoylamino)benzoyl chloride), C1(=CC=CC=C1)C1=C(C(=O)NC2=CC=C(C(=O)Cl)C=C2)C=CC=C1 (4-(2-phenylbenzoylamino)benzoyl chloride), Example 2, N,O-bis(tri-methylsilyl)acetamide. The product is OCCC1SC2=C(N(C=C1)C(C1=C(C=C(C=C1)NC(C1=C(C=CC(=C1)F)C)=O)Cl)=O)C=CC=C2 (2-(2-Hydroxyethyl)-5-[2-chloro-4-(2-methyl-5-fluorobenzoylamino)benzoyl]-1,5-benzothiazepine).